Dataset: the Open Reaction Database (ORD), a public repository of structured organic reaction records. Task: describe an organic reaction: reactants, conditions, products, and yield The reactants are C(C)(=O)OC1=CC(=CC=C1)C(N)=NOC(C)=O (3-[N′-(acetyloxy)carbamimidoyl]phenyl acetate), C1(=CC=C(C=C1)S(=O)(=O)O)C (para-toluenesulphonic acid). Run in C1(=CC=CC=C1)C (toluene). Reaction conditions: time 12 hour. The product is C(C)(=O)OC1=CC(=CC=C1)C1=NOC(=N1)C (3-(5-methyl-1,2,4-oxadiazol-3-yl)phenyl acetate). Reaction SMILES: [C:1]([O:4][C:5]1[CH:10]=[CH:9][CH:8]=[C:7]([C:11](=[N:13][O:14][C:15](=O)[CH3:16])[NH2:12])[CH:6]=1)(=[O:3])[CH3:2].C1(C)C=CC(S(O)(=O)=O)=CC=1>C1(C)C=CC=CC=1>[C:1]([O:4][C:5]1[CH:10]=[CH:9][CH:8]=[C:7]([C:11]2[N:12]=[C:15]([CH3:16])[O:14][N:13]=2)[CH:6]=1)(=[O:3])[CH3:2]. Reported procedure: To a solution of 9.40 g (39.8 mmol) of the product obtained in Step B above in 300 ml of toluene there are added 150 mg of para-toluenesulphonic acid and the reaction mixture is heated at reflux, using a Dean-Stark system, for 12 hours. The title product is obtained after evaporating off the toluene using a rotary evaporator. RXN SMILES: [C:1]([CH3:2])([CH3:3])([CH3:4])[Si:5]([Cl:6])([CH3:7])[CH3:8].[F:9][c:10]1[c:11]([OH:16])[cH:12][cH:13][cH:14][cH:15]1.[O:22]=[CH:23][N:24]([CH3:25])[CH3:26].[nH:17]1[cH:18][cH:19][n:20][cH:21]1>>[C:1]([CH3:2])([CH3:3])([CH3:4])[Si:5]([CH3:7])([CH3:8])[O:16][c:11]1[c:10]([F:9])[cH:15][cH:14][cH:13][cH:12]1. Yields the product CC(C)(C)[Si](C)(C)Oc1ccccc1F. Starting materials: CC(C)(C)[Si](C)(C)Cl, Oc1ccccc1F, CN(C)C=O, c1c[nH]cn1. Starting materials: C1CCOC1 (THF), C(C1=CC=CC=C1)N[C@@H]1[C@@H](CN(CC1)C(=O)OC(C)(C)C)OC (tert-butyl cis(±)-4-benzylamino-3-methoxypiperidine-1-carboxylate), C([O-])(O)=O.[Na+] (sodium bicarbonate), ClC(=O)OCC1=CC=CC=C1 (benzyl chloroformate). The solvent is O (water), O (water). The product is C(C1=CC=CC=C1)N([C@@H]1[C@@H](CN(CC1)C(=O)OC(C)(C)C)OC)C(=O)OCC1=CC=CC=C1 (tert-Butyl cis(±)-4-{benzyl[(benzyloxy)carbonyl]amino}-3-methoxypiperidine-1-carboxylate). The yield is 46.8%. RXN SMILES: C1COCC1.[CH2:6]([NH:13][C@H:14]1[CH2:19][CH2:18][N:17]([C:20]([O:22][C:23]([CH3:26])([CH3:25])[CH3:24])=[O:21])[CH2:16][C@H:15]1[O:27][CH3:28])[C:7]1[CH:12]=[CH:11][CH:10]=[CH:9][CH:8]=1.C(=O)(O)[O-].[Na+].Cl[C:35]([O:37][CH2:38][C:39]1[CH:44]=[CH:43][CH:42]=[CH:41][CH:40]=1)=[O:36]>O>[CH2:6]([N:13]([C:35]([O:37][CH2:38][C:39]1[CH:44]=[CH:43][CH:42]=[CH:41][CH:40]=1)=[O:36])[C@H:14]1[CH2:19][CH2:18][N:17]([C:20]([O:22][C:23]([CH3:24])([CH3:25])[CH3:26])=[O:21])[CH2:16][C@H:15]1[O:27][CH3:28])[C:7]1[CH:8]=[CH:9][CH:10]=[CH:11][CH:12]=1 |f:2.3|. Procedure details: THF (16 mL) and water (4 mL) were added to tert-butyl cis(±)-4-benzylamino-3-methoxypiperidine-1-carboxylate obtained in Example (259a) (1.00 g, 3.1 mmol). While the mixture was stirred, saturated aqueous sodium bicarbonate solution (4 mL) and benzyl chloroformate (0.96 g, 5.6 mmol) were added at room temperature, followed by stirring overnight. The reaction solution was diluted with water, followed by extraction with ethyl acetate. The organic layer was washed with brine, dried over anhydrous m... Starting materials: CCCCP(CCCC)CCCC, Cl[SiH](Cl)Cl, ClCc1ccc(-c2ccccc2)cc1. Reaction SMILES: [CH2:1]([P:2]([CH2:3][CH2:4][CH2:5][CH3:6])[CH2:7][CH2:8][CH2:9][CH3:10])[CH2:11][CH2:12][CH3:13].[Cl:28][SiH:29]([Cl:30])[Cl:31].[c:14]1(-[c:20]2[cH:21][cH:22][c:23]([CH2:24][Cl:25])[cH:26][cH:27]2)[cH:15][cH:16][cH:17][cH:18][cH:19]1>>[c:14]1(-[c:20]2[cH:21][cH:22][c:23]([CH2:24][Si:29]([Cl:28])([Cl:30])[Cl:31])[cH:26][cH:27]2)[cH:15][cH:16][cH:17][cH:18][cH:19]1. Yields the product Cl[Si](Cl)(Cl)Cc1ccc(-c2ccccc2)cc1. The product is C(C)(C)(C)OC(CCCCCCCCC(NCCOCCOCCNC(CCC(=O)O)=O)=O)=O (9-(2-{2-[2-(3-carboxypropionylamino)ethoxy]ethoxy}ethylcarbamoyl)nonanoic acid tert-butyl ester). Procedure details: Preparation from decanedioic acid tert-butyl ester 2,5-dioxo-pyrrolidin-1-yl ester (1.13 g, 3.45 mmol) and N-{2-[2-(2-tert-butoxycarbonylamino-ethoxy)-ethoxy]-ethyl}-succinamic acid (1 g, 2.84 mmol) as described in step 3 example 8 gave 1.68 g crude product which was used without further purification. LCMS (Method 6): Rt 3.86 min; m/z (M+1) 489; Calcd.: 489. Isolated yield 121.1%. Reactants: O=C1N(C(CC1)=O)OC(CCCCCCCCC(=O)OC(C)(C)C)=O (decanedioic acid tert-butyl ester 2,5-dioxo-pyrrolidin-1-yl ester), C(C)(C)(C)OC(=O)NCCOCCOCCNC(CCC(=O)O)=O (N-{2-[2-(2-tert-butoxycarbonylamino-ethoxy)-ethoxy]-ethyl}-succinamic acid). RXN SMILES: O=C1CCC(=O)N1O[C:9](=[O:25])[CH2:10][CH2:11][CH2:12][CH2:13][CH2:14][CH2:15][CH2:16][CH2:17][C:18]([O:20][C:21]([CH3:24])([CH3:23])[CH3:22])=[O:19].C(OC([NH:33][CH2:34][CH2:35][O:36][CH2:37][CH2:38][O:39][CH2:40][CH2:41][NH:42][C:43](=[O:49])[CH2:44][CH2:45][C:46]([OH:48])=[O:47])=O)(C)(C)C>>[C:21]([O:20][C:18](=[O:19])[CH2:17][CH2:16][CH2:15][CH2:14][CH2:13][CH2:12][CH2:11][CH2:10][C:9](=[O:25])[NH:33][CH2:34][CH2:35][O:36][CH2:37][CH2:38][O:39][CH2:40][CH2:41][NH:42][C:43](=[O:49])[CH2:44][CH2:45][C:46]([OH:48])=[O:47])([CH3:22])([CH3:23])[CH3:24].